This data is from the Open Reaction Database (ORD), a public repository of structured organic reaction records. The task is: describe an organic reaction: reactants, conditions, products, and yield The reactants are CC(C)(C)[Si](C)(C)OCCCCCCBr, CCOC(=O)C(C)C, [Li]CCCC, C1CCOC1, CC(C)NC(C)C. Product: CCOC(=O)C(C)(C)CCCCCCO[Si](C)(C)C(C)(C)C. Reaction SMILES: [Br:21][CH2:22][CH2:23][CH2:24][CH2:25][CH2:26][CH2:27][O:28][Si:29]([CH3:30])([CH3:31])[C:32]([CH3:33])([CH3:34])[CH3:35].[CH2:13]([CH3:14])[O:15][C:16]([CH:17]([CH3:18])[CH3:19])=[O:20].[CH2:1]([Li:2])[CH2:3][CH2:4][CH3:5].[CH2:36]1[O:37][CH2:38][CH2:39][CH2:40]1.[CH:6]([NH:7][CH:8]([CH3:9])[CH3:10])([CH3:11])[CH3:12]>>[CH2:13]([CH3:14])[O:15][C:16]([C:17]([CH3:18])([CH3:19])[CH2:22][CH2:23][CH2:24][CH2:25][CH2:26][CH2:27][O:28][Si:29]([CH3:30])([CH3:31])[C:32]([CH3:33])([CH3:34])[CH3:35])=[O:20].